From a dataset of the Open Reaction Database (ORD), a public repository of structured organic reaction records. describe an organic reaction: reactants, conditions, products, and yield Starting materials: C(C)N1C(C=2C=3C(=C4C(=CC13)C=CC(=C4OC)OC)C=C(C2)C)(CCC)O (5-ethyl-4,5-dihydro-4-hydroxy-9,10-dimethoxy-2-methyl-4-n-propyl-dibenz[cd,f]indole). Reagents/catalysts: [Zn] (zinc), [Hg](Cl)Cl (mercury(II) chloride). The solvent is C(C)O (ethanol). The product is C(C)N1[C@@H](C=2C3=C(C4=C(C[C@H]13)C=CC(=C4OC)OC)C=C(C2)C)CCC ((±)-(4R*,5aS*)-5-ethyl-4,5,5a,6-tetrahydro-9,10-dimethoxy-2-methyl-4-n-propyl-dibenz[cd,f]indole). RXN SMILES: [CH2:1]([N:3]1[C:11]2[CH:10]=[C:9]3[CH:12]=[CH:13][C:14]([O:18][CH3:19])=[C:15]([O:16][CH3:17])[C:8]3=[C:7]3[CH:20]=[C:21]([CH3:23])[CH:22]=[C:5]([C:6]=23)[C:4]1(O)[CH2:24][CH2:25][CH3:26])[CH3:2]>C(O)C.[Zn].[Hg](Cl)Cl>[CH2:1]([N:3]1[C@@H:11]2[C:6]3=[C:7]([CH:20]=[C:21]([CH3:23])[CH:22]=[C:5]3[C@H:4]1[CH2:24][CH2:25][CH3:26])[C:8]1[C:15]([O:16][CH3:17])=[C:14]([O:18][CH3:19])[CH:13]=[CH:12][C:9]=1[CH2:10]2)[CH3:2]. Procedure: A suspension of 100 g (0.273M) of 5-ethyl-4,5-dihydro-4-hydroxy-9,10-dimethoxy-2-methyl-4-n-propyl-dibenz[cd,f]indole in 2000 ml ethanol is added with stirring to a suspension of 322 g (4.928M) of zinc dust and 74.3 g (0.273M) of mercury(II) chloride in 2000 ml distilled water. The reaction mixture is refluxed, 450 ml of 18% hydrochloric acid are added dropwise over a period of 15 minutes and the mixture is refluxed overnight with stirring. The mixture is then cooled to room temperature, filtere... Reactants: CN1N=C(C=C1CCO)C1=CC=C(C=C1)OC(F)(F)F (2-[2-methyl-5-(4-trifluoromethoxy-phenyl)-2H-pyrazol-3-yl]-ethanol), N(=NC(=O)OC(C)(C)C)C(=O)OC(C)(C)C (di-tert-butyl azodicarboxylate), C1(=CC=CC=C1)P(C1=CC=CC=C1)C1=CC=CC=C1 (triphenylphosphine), C(C)OC(CN1C=CC2=CC=C(C=C12)O)=O ((6-hydroxy-indol-1-yl)-acetic acid ethyl ester). RXN SMILES: [CH2:1]([O:3][C:4](=[O:16])[CH2:5][N:6]1[C:14]2[C:9](=[CH:10][CH:11]=[C:12]([OH:15])[CH:13]=2)[CH:8]=[CH:7]1)[CH3:2].[CH3:17][N:18]1[C:22]([CH2:23][CH2:24]O)=[CH:21][C:20]([C:26]2[CH:31]=[CH:30][C:29]([O:32][C:33]([F:36])([F:35])[F:34])=[CH:28][CH:27]=2)=[N:19]1.N(C(OC(C)(C)C)=O)=NC(OC(C)(C)C)=O.C1(P(C2C=CC=CC=2)C2C=CC=CC=2)C=CC=CC=1>>[CH2:1]([O:3][C:4](=[O:16])[CH2:5][N:6]1[C:14]2[C:9](=[CH:10][CH:11]=[C:12]([O:15][CH2:24][CH2:23][C:22]3[N:18]([CH3:17])[N:19]=[C:20]([C:26]4[CH:27]=[CH:28][C:29]([O:32][C:33]([F:36])([F:35])[F:34])=[CH:30][CH:31]=4)[CH:21]=3)[CH:13]=2)[CH:8]=[CH:7]1)[CH3:2]. Yields the product C(C)OC(CN1C=CC2=CC=C(C=C12)OCCC=1N(N=C(C1)C1=CC=C(C=C1)OC(F)(F)F)C)=O ((6-{2-[2-methyl-5-(4-trifluoromethoxy-phenyl)-2H-pyrazol-3-yl]-ethoxy}-indol-1-yl)-acetic acid ethyl ester). Reported procedure: In analogy to the procedure described for example 3 c], (6-hydroxy-indol-1-yl)-acetic acid ethyl ester (example 2 e]) was reacted with 2-[2-methyl-5-(4-trifluoromethoxy-phenyl)-2H-pyrazol-3-yl]-ethanol in the presence of di-tert-butyl azodicarboxylate and triphenylphosphine to give (6-{2-[2-methyl-5-(4-trifluoromethoxy-phenyl)-2H-pyrazol-3-yl]-ethoxy}-indol-1-yl)-acetic acid ethyl ester as colorless crystals. The yield is 57.0%. The reactants are CC1=CC(=C(C(=C1OC)C)CS(=O)C1=NC2=C(N1CC)C=CC(=C2)Cl)N2C(C=1C(C2=O)=CC=CC1)=O (2-[(4,6-Dimethyl-5-methoxy-2-phthalimidylphenyl)methylsulfinyl]-5-chloro-1-ethyl-1H-benzimidazole), NN (hydrazine). Reaction SMILES: [CH3:1][C:2]1[C:7]([O:8][CH3:9])=[C:6]([CH3:10])[C:5]([CH2:11][S:12]([C:14]2[N:18]([CH2:19][CH3:20])[C:17]3[CH:21]=[CH:22][C:23]([Cl:25])=[CH:24][C:16]=3[N:15]=2)=[O:13])=[C:4]([N:26]2[C:30](=[O:31])[C:29]3=[CH:32][CH:33]=[CH:34][CH:35]=[C:28]3[C:27]2=[O:36])[CH:3]=1.[NH2:37][NH2:38]>>[Cl:25][C:23]1[CH:22]=[CH:21][C:17]2[N:18]([CH2:19][CH3:20])[C:14]([S:12]([CH2:11][C:5]3[C:6]([CH3:10])=[C:7]([O:8][CH3:9])[C:2]([CH3:1])=[CH:3][C:4]=3[NH:26][C:27]([C:28]3[CH:35]=[CH:34][CH:33]=[CH:32][C:29]=3[C:30]([NH:37][NH2:38])=[O:31])=[O:36])=[O:13])=[N:15][C:16]=2[CH:24]=1. Procedure details: 2-[(4,6-Dimethyl-5-methoxy-2-phthalimidylphenyl)methylsulfinyl]-5-chloro-1-ethyl-1H-benzimidazole (Example 121) (66 mg, 0.13 mmol) was treated with hydrazine according to the procedure of Example 39 to give the crude acyl hydrazide as an oil which was triturated with ether to give the partially deprotected amine as the title compound (28 mg, 57%). 1H NMR δ1.29, (t, 3H), 2.26 (s, 3H), 2.34 (s, 3H), 3.66 (s, 3H), 4.16 (s, 2H), 4.29 (m, 2H), 4.95 (q, 2H), 7.24 (s, 2H), 7.37 (s, 1H), 7.48 (s, 1H), 7... Yields the product amine, ClC1=CC2=C(N(C(=N2)S(=O)CC2=C(C=C(C(=C2C)OC)C)NC(=O)C2=C(C=CC=C2)C(=O)NN)CC)C=C1 (2-[[[2-[[(5-Chloro-1-ethyl-1H-benzimidazol-2-yl) sulfinyl]methyl]-3,5-dimethyl-4-methoxyphenyl]amino]carbonyl]benzenecarboxylic acid hydrazide).